Dataset: the Open Reaction Database (ORD), a public repository of structured organic reaction records. Task: describe an organic reaction: reactants, conditions, products, and yield Yields the product ClC1=C(C=CC(=C1)OC(F)F)C1=CC=NC=2N(C(C(=NC21)C)=O)C(CCC)C2CC2 (8-(2-chloro-4-difluoromethoxy-phenyl)-4-(1-cyclopropyl-butyl)-2-methyl-4H-pyrido[2,3-b]pyrazin-3-one). RXN SMILES: [Cl:1][C:2]1[CH:7]=[C:6]([O:8][CH:9]([F:11])[F:10])[CH:5]=[CH:4][C:3]=1[C:12]1[CH:17]=[CH:16][N:15]=[C:14]([NH:18][CH:19]([CH:23]2[CH2:25][CH2:24]2)[CH2:20][CH2:21][CH3:22])[C:13]=1[NH2:26].[C:27](OC)(=[O:31])[C:28]([CH3:30])=O>>[Cl:1][C:2]1[CH:7]=[C:6]([O:8][CH:9]([F:10])[F:11])[CH:5]=[CH:4][C:3]=1[C:12]1[C:13]2[N:26]=[C:28]([CH3:30])[C:27](=[O:31])[N:18]([CH:19]([CH:23]3[CH2:25][CH2:24]3)[CH2:20][CH2:21][CH3:22])[C:14]=2[N:15]=[CH:16][CH:17]=1. The reactants are ClC1=C(C=CC(=C1)OC(F)F)C1=C(C(=NC=C1)NC(CCC)C1CC1)N (4-(2-Chloro-4-difluoromethoxy-phenyl)-N2-(1-cyclopropyl-butyl)-pyridine-2,3-diamine), C(C(=O)C)(=O)OC (methyl pyruvate). Reported procedure: 4-(2-Chloro-4-difluoromethoxy-phenyl)-N2-(1-cyclopropyl-butyl)-pyridine-2,3-diamine (0.300 g, 0.79 mmol) and methyl pyruvate (142 μL, 1.58 mmol) were treated substantially as described in Part F of Example 113 to give 8-(2-chloro-4-difluoromethoxy-phenyl)-4-(1-cyclopropyl-butyl)-2-methyl-4H-pyrido[2,3-b]pyrazin-3-one (Example 117). 1H NMR (300 MHz, CDCl3) δ 8.47–8.46 (2d, 1H, J=4.8 Hz), 7.37–7.28 (m, 2H), 7.20–7.10 (m, 2H), 6.85–6.37 (t, 1H, J=72.8 Hz), 5.18–5.02, 4.60–4.51 (2m, 1H), 2.49 (s, 3H...